From a dataset of the Open Reaction Database (ORD), a public repository of structured organic reaction records. describe an organic reaction: reactants, conditions, products, and yield Reactants: O=C(C(=O)OCC)CC1=CN=C2N1C=CC=C2 (ethyl 2-oxo-3-(imidazo[1,2-a]pyridin-3-yl)propanoate), COP(OC)[O-] (dimethylphosphite). Reaction conditions: time 3 day. Product: COP(=O)(C(C(=O)OCC)(CC1=CN=C2N1C=CC=C2)O)OC (ethyl 2-dimethoxyphosphinyl-2-hydroxy-3-(imidazo[1,2-a]pyridin-3-yl)propanoate). RXN SMILES: [O:1]=[C:2]([CH2:8][C:9]1[N:13]2[CH:14]=[CH:15][CH:16]=[CH:17][C:12]2=[N:11][CH:10]=1)[C:3]([O:5][CH2:6][CH3:7])=[O:4].[CH3:18][O:19][P:20]([O-:23])[O:21][CH3:22]>>[CH3:18][O:19][P:20]([O:21][CH3:22])([C:2]([OH:1])([CH2:8][C:9]1[N:13]2[CH:14]=[CH:15][CH:16]=[CH:17][C:12]2=[N:11][CH:10]=1)[C:3]([O:5][CH2:6][CH3:7])=[O:4])=[O:23]. Reported procedure: A suspension of ethyl 2-oxo-3-(imidazo[1,2-a]pyridin-3-yl)propanoate (2.32 g; 0.01 mole) in 5.5 g (0.05 mole) of dimethylphosphite is stirred at ambient temperature for 3 days. The excess dimethylphosphite is removed under high vacuum on a rotary evaporator at a bath temperature of about 55° to give the crude product. This is purified by flash chromatography on silica gel to afford ethyl 2-dimethoxyphosphinyl-2-hydroxy-3-(imidazo[1,2-a]pyridin-3-yl)propanoate. Reactants: C(C)(C)(C)OC(=O)N1C[C@H]([C@@H](CC1)C1=CC2=C(C3=NC(=CN3CCO2)C=2N(N=C(N2)C)C(C)C)C=C1)O (Racemic-trans-3-Hydroxy-4-[2-(2-isopropyl-5-methyl-2H-[1,2,4]triazol-3-yl)-4,5-dihydro-6-oxa-1,3a-diaza-benzo[e]azulen-8-yl]-piperidine-1-carboxylic acid tert-butyl ester), N(=NC(=O)OCC)C(=O)OCC (Diethyl azodicarboxylate), C1(=CC=CC=C1)P(C1=CC=CC=C1)C1=CC=CC=C1 (triphenylphosphine), ClCC(=O)O (chloroacetic acid). Solvent: C1CCOC1 (THF). Conditions: time 24 hour. Product: C(C)(C)(C)OC(=O)N1C[C@H]([C@H](CC1)C1=CC2=C(C3=NC(=CN3CCO2)C=2N(N=C(N2)C)C(C)C)C=C1)OC(CCl)=O (racemic-cis-3-(2-Chloro-acetoxy)-4-[2-(2-isopropyl-5-methyl-2H-[1,2,4]triazol-3-yl)-4,5-dihydro-6-oxa-1,3a-diaza-benzo[e]azulen-8-yl]-piperidine-1-carboxylic acid tert-butyl ester). The yield is 120.9%. Reaction SMILES: [C:1]([O:5][C:6]([N:8]1[CH2:13][CH2:12][C@@H:11]([C:14]2[CH:36]=[CH:35][C:17]3[C:18]4[N:22]([CH2:23][CH2:24][O:25][C:16]=3[CH:15]=2)[CH:21]=[C:20]([C:26]2[N:27]([CH:32]([CH3:34])[CH3:33])[N:28]=[C:29]([CH3:31])[N:30]=2)[N:19]=4)[C@H:10]([OH:37])[CH2:9]1)=[O:7])([CH3:4])([CH3:3])[CH3:2].C1(P(C2C=CC=CC=2)C2C=CC=CC=2)C=CC=CC=1.[Cl:57][CH2:58][C:59](O)=[O:60].N(C(OCC)=O)=NC(OCC)=O>C1COCC1>[C:1]([O:5][C:6]([N:8]1[CH2:13][CH2:12][C@H:11]([C:14]2[CH:36]=[CH:35][C:17]3[C:18]4[N:22]([CH2:23][CH2:24][O:25][C:16]=3[CH:15]=2)[CH:21]=[C:20]([C:26]2[N:27]([CH:32]([CH3:33])[CH3:34])[N:28]=[C:29]([CH3:31])[N:30]=2)[N:19]=4)[C@H:10]([O:37][C:59](=[O:60])[CH2:58][Cl:57])[CH2:9]1)=[O:7])([CH3:3])([CH3:2])[CH3:4]. Procedure: Racemic-trans-3-Hydroxy-4-[2-(2-isopropyl-5-methyl-2H-[1,2,4]triazol-3-yl)-4,5-dihydro-6-oxa-1,3a-diaza-benzo[e]azulen-8-yl]-piperidine-1-carboxylic acid tert-butyl ester (0.215 g, 0.42 mmol) was suspended in dry THF (10 mL) and triphenylphosphine (0.22 g, 0.85 mmol) and chloroacetic acid (82 mg, 0.85 mmol) were added. Diethyl azodicarboxylate (0.133 mL, 0.85 mmol) was added dropwise and the mixture was stirred at room temperature for 24 h. The mixture was concentrated and the resultant residue ... Reactants: C=CC(=O)Cl, NOCc1ccccc1, ClCCl, Cl, O. Product: C=CC(=O)NOCc1ccccc1. RXN SMILES: [C:1]([CH:2]=[CH2:3])(=[O:4])[Cl:5].[CH2:7]([c:8]1[cH:9][cH:10][cH:11][cH:12][cH:13]1)[O:14][NH2:15].[Cl:17][CH2:18][Cl:19].[ClH:6].[OH2:16]>>[C:1]([CH:2]=[CH2:3])(=[O:4])[NH:15][O:14][CH2:7][c:8]1[cH:9][cH:10][cH:11][cH:12][cH:13]1. Reactants: C(C)(=O)OC1=C2C(=C3NC4=CC=CC=C4SC3=C1)C=CC=C2 (5-acetoxy-12H-benzo[a]phenothiazine), ClC=1C=C(C(=O)OO)C=CC1 (m-chloroperoxybenzoic acid). Solvent: ClCCl (dichloromethane), CO (methanol). The product is C(C)(=O)OC1=C2C(=C3NC4=CC=CC=C4S(C3=C1)=O)C=CC=C2 (5-Acetoxy-12H-benzo[a]phenothiazine-7-oxide). Reaction SMILES: [C:1]([O:4][C:5]1[CH:18]=[C:17]2[C:8]([NH:9][C:10]3[C:15]([S:16]2)=[CH:14][CH:13]=[CH:12][CH:11]=3)=[C:7]2[CH:19]=[CH:20][CH:21]=[CH:22][C:6]=12)(=[O:3])[CH3:2].ClC1C=C(C=CC=1)C(OO)=[O:28]>ClCCl.CO>[C:1]([O:4][C:5]1[CH:18]=[C:17]2[C:8]([NH:9][C:10]3[C:15]([S:16]2=[O:28])=[CH:14][CH:13]=[CH:12][CH:11]=3)=[C:7]2[CH:19]=[CH:20][CH:21]=[CH:22][C:6]=12)(=[O:3])[CH3:2]. Procedure: To a suspension of 5-acetoxy-12H-benzo[a]phenothiazine (10 g) in dichloromethane (125 cc) there was rapidly added a solution of 85% m-chloroperoxybenzoic acid (6.61 g) in methanol (125 ml). At first the solids dissolved, then after a few minutes a new solid separated out of solution. After 1 and 1/2 hours the mixture was filtered and the solid washed with dichloromethane. The title compound was thus obtained pure (8.76 g), m.p. 179°-181° C. Reactants: CC(CC=1N=C(NC1)CCC(=O)Cl)(CC)C (3-[4-(2,2-dimethylbutyl)-1H-imidazol-2-yl]propanoyl chloride), C(Cl)Cl (methylene chloride), [OH-].[NH4+] (ammonium hydroxide). Reaction conditions: time 1 hour. The product is CC(CC=1N=C(NC1)CCC(=O)N)(CC)C (3-[4-(2,2-Dimethylbutyl)-1H-imidazol-2-yl]propanamide). Reaction SMILES: [CH3:1][C:2]([CH3:16])([CH2:14][CH3:15])[CH2:3][C:4]1[N:5]=[C:6]([CH2:9][CH2:10][C:11](Cl)=[O:12])[NH:7][CH:8]=1.C(Cl)Cl.[OH-].[NH4+:21]>>[CH3:1][C:2]([CH3:16])([CH2:14][CH3:15])[CH2:3][C:4]1[N:5]=[C:6]([CH2:9][CH2:10][C:11]([NH2:21])=[O:12])[NH:7][CH:8]=1 |f:2.3|. Reported procedure: 3-[4-(2,2-dimethylbutyl)-1H-imidazol-2-yl]propanoyl chloride in methylene chloride (0.3 M) (7.8 mL, 2.3 mmol) was added to a rapidly stirred solution of concentrated aqueous ammonium hydroxide (2.5 mL) at 0° C. After stirring at rt for 1 h, the volatiles were removed to afford the title compound, which was used without further purification. Reactants: Br, O=C([O-])[O-], CCOC(=O)C1CCCN(CCBr)C1, CCC(C)=O, Cl, [K+], [K+], CNC1c2ccccc2CCc2ccccc21. Product: CCOC(=O)C1CCCN(CCN(C)C2c3ccccc3CCc3ccccc32)C1. Reaction SMILES: [BrH:1].[C:34](=[O:35])([O-:36])[O-:37].[CH2:2]([CH3:3])[O:4][C:5](=[O:6])[CH:7]1[CH2:8][N:9]([CH2:13][CH2:14][Br:15])[CH2:10][CH2:11][CH2:12]1.[CH2:40]([C:41]([CH3:42])=[O:43])[CH3:44].[ClH:16].[K+:38].[K+:39].[cH:17]1[cH:18][cH:19][cH:20][c:21]2[c:27]1[CH2:26][CH2:25][c:24]1[c:23]([cH:31][cH:30][cH:29][cH:28]1)[CH:22]2[NH:32][CH3:33]>>[CH2:2]([CH3:3])[O:4][C:5](=[O:6])[CH:7]1[CH2:8][N:9]([CH2:13][CH2:14][N:32]([CH:22]2[c:21]3[cH:20][cH:19][cH:18][cH:17][c:27]3[CH2:26][CH2:25][c:24]3[c:23]2[cH:31][cH:30][cH:29][cH:28]3)[CH3:33])[CH2:10][CH2:11][CH2:12]1. The reactants are COc1cccc(OC)c1O, COc1cc(Cc2cnc(N)nc2N)cc(OC)c1O. The product is COc1ccc(Cc2cnc(N)nc2N)c(OC)c1O. Reaction SMILES: [CH3:1][O:2][c:3]1[cH:4][cH:5][cH:6][c:7]([O:8][CH3:9])[c:10]1[OH:11].[NH2:12][c:13]1[n:14][cH:15][c:16]([CH2:20][c:21]2[cH:22][c:23]([O:24][CH3:25])[c:26]([OH:27])[c:28]([O:29][CH3:30])[cH:31]2)[c:17]([NH2:19])[n:18]1>>[CH3:1][O:2][c:3]1[c:4]([CH2:20][c:16]2[cH:15][n:14][c:13]([NH2:12])[n:18][c:17]2[NH2:19])[cH:5][cH:6][c:7]([O:8][CH3:9])[c:10]1[OH:11].